From a dataset of the Open Reaction Database (ORD), a public repository of structured organic reaction records. describe an organic reaction: reactants, conditions, products, and yield Reactants: IC1=C(C=O)C=CC=C1 (2-iodobenzaldehyde), C(C(C)C)(=O)CC(=O)OCC (ethyl isobutyrylacetate), [OH-].[NH4+] (ammonium hydroxide). Product: C(C)(C)C1=NC(=C(C(=C1C(=O)OCC)C1=C(C=CC=C1)I)C(=O)OCC)C(C)C (Diethyl 2,6-diisopropyl-4-(2-iodophenyl)pyridine-3,5-dicarboxylate). As a reaction SMILES: [I:1][C:2]1[CH:9]=[CH:8][CH:7]=[CH:6][C:3]=1[CH:4]=O.[C:10]([CH2:15][C:16]([O:18][CH2:19][CH3:20])=[O:17])(=O)[CH:11]([CH3:13])[CH3:12].[OH-:21].[NH4+:22]>>[CH:11]([C:10]1[C:15]([C:16]([O:18][CH2:19][CH3:20])=[O:17])=[C:4]([C:3]2[CH:6]=[CH:7][CH:8]=[CH:9][C:2]=2[I:1])[C:15]([C:16]([O:18][CH2:19][CH3:20])=[O:21])=[C:10]([CH:11]([CH3:13])[CH3:12])[N:22]=1)([CH3:13])[CH3:12] |f:2.3|. Procedure: Prepared from 2-iodobenzaldehyde, ethyl isobutyrylacetate and concentrated ammonium hydroxide by the procedures described in Example 125, Steps A-B. 1H NMR (300 MHz, CDCl3): δ 0.94 (t, J=7.0 Hz, 6 H), 1.30 (d, J=6.6 Hz, 6 H), 1.34 (d, J=6.6 Hz, 6 H), 3.19 (septet, J=6.6 Hz, 2 H), 4.0 (q, J=7.0 Hz, 4 H), 7.0-7.40 (m, 3 H), 7.85 (m, 1 H). Reactants: FC1=CC=C(C=C1)C(=O)C1CCN(CC1)S(=O)(=O)C1=CC=CC=C1 ((4-fluorophenyl)[1-(phenylsulfonyl)-4-piperidinyl]methanone), FC1=CC=C(CN)C=C1 (4-fluorobenzylamine), C1(=CC=CC=C1)S(=O)(=O)O (benzenesulfonic acid). Solvent: C=1(C(=CC=CC1)C)C (xylene). Yields the product FC1=CC=C(C=C1)C(=NCC1=CC=C(C=C1)F)C1CCN(CC1)S(=O)(=O)C1=CC=CC=C1 (α-(4-Fluorophenyl)-N-[(4-fluorophenyl)methyl]-1-(phenylsulfonyl)-4-piperidinemethanimine). The yield is 63.6%. RXN SMILES: [F:1][C:2]1[CH:7]=[CH:6][C:5]([C:8]([CH:10]2[CH2:15][CH2:14][N:13]([S:16]([C:19]3[CH:24]=[CH:23][CH:22]=[CH:21][CH:20]=3)(=[O:18])=[O:17])[CH2:12][CH2:11]2)=O)=[CH:4][CH:3]=1.[F:25][C:26]1[CH:33]=[CH:32][C:29]([CH2:30][NH2:31])=[CH:28][CH:27]=1.C1(S(O)(=O)=O)C=CC=CC=1>C1(C)C(C)=CC=CC=1>[F:1][C:2]1[CH:7]=[CH:6][C:5]([C:8]([CH:10]2[CH2:15][CH2:14][N:13]([S:16]([C:19]3[CH:24]=[CH:23][CH:22]=[CH:21][CH:20]=3)(=[O:18])=[O:17])[CH2:12][CH2:11]2)=[N:31][CH2:30][C:29]2[CH:32]=[CH:33][C:26]([F:25])=[CH:27][CH:28]=2)=[CH:4][CH:3]=1. Procedure: A solution of 22.26 g (0.064 mol) of (4-fluorophenyl)[1-(phenylsulfonyl)-4-piperidinyl]methanone, 12.51 g (0.10 mol) of 4-fluorobenzylamine, and 0.76 g (0.0048 mol) of benzenesulfonic acid in 400 mL of xylene was heated at reflux for 25.5 h. Water was removed with a Dean-Stark trap. The solvent was removed in vacuo, and the residue was partitioned between CH2Cl2 and dilute NaOH. The CH2Cl2 solution was dried (Na2SO4), and the solvent was removed in vacuo. The residue was recrystallized from CH2C... Starting materials: C1(=CC=CC=C1)C1=NOC(=C1)C(C(=CC)C)O (3-phenyl-5-(1 -hydroxy-2-methyl-2-butenyl)isoxazole). The reagents and catalysts are [O-2].[O-2].[Mn+4] (manganese dioxide). Solvent: C1=CC=CC=C1 (benzene). Reaction conditions: time 24 hour. Yields the product C1(=CC=CC=C1)C1=NOC(=C1)C(C(=CC)C)=O (3-phenyl-5- (2-methyl-2butenoyl)isoxazole). As a reaction SMILES: [C:1]1([C:7]2[CH:11]=[C:10]([CH:12]([OH:17])[C:13]([CH3:16])=[CH:14][CH3:15])[O:9][N:8]=2)[CH:6]=[CH:5][CH:4]=[CH:3][CH:2]=1>C1C=CC=CC=1.[O-2].[O-2].[Mn+4]>[C:1]1([C:7]2[CH:11]=[C:10]([C:12](=[O:17])[C:13]([CH3:16])=[CH:14][CH3:15])[O:9][N:8]=2)[CH:2]=[CH:3][CH:4]=[CH:5][CH:6]=1 |f:2.3.4|. Procedure details: Dissolved in 100 ml of benzene were 5.4 g (23.6 mmol) of 3-phenyl-5-(1 -hydroxy-2-methyl-2-butenyl)isoxazole, followed by the addition of 21.0 g (0.24 mol) of manganese dioxide. The mixture was stirred at room temperature for 24 hours. An insoluble material was filtered off and the solvent was distilled off under reduced pressure. The residue was purified by silica gel chromatography (eluent: 30:1 n-hexane/ethyl acetate), whereby 3-phenyl-5- (2-methyl-2butenoyl)isoxazole was obtained as colorles... The reactants are NC1=C(C(=O)OC)C=CC=C1Br (methyl 2-amino-3-bromobenzoate), C(C)(C)OC(=O)N1C2=C(C(CCC1)N(CC1=CC(=CC(=C1)C(F)(F)F)C(F)(F)F)C(C)=O)C=CC=C2 (5-[acetyl-(3,5-bistrifluoromethylbenzyl)amino]-2,3,4,5-tetrahydrobenzo[b]azepine-1-carboxylic acid isopropyl ester). Product: C(C)(=O)N(C1C2=C(N(CCC1)C(=O)OC(C)C)C(=CC=C2)Br)CC2=CC(=CC(=C2)C(F)(F)F)C(F)(F)F (Isopropyl 5-[acetyl-(3,5-bistrifluoromethylbenzyl)amino]-9-bromo-2,3,4,5-tetrahydrobenzo[b]azepine-1-carboxylate). As a reaction SMILES: NC1C([Br:12])=CC=CC=1C(OC)=O.[CH:13]([O:16][C:17]([N:19]1[CH2:25][CH2:24][CH2:23][CH:22]([N:26]([C:42](=[O:44])[CH3:43])[CH2:27][C:28]2[CH:33]=[C:32]([C:34]([F:37])([F:36])[F:35])[CH:31]=[C:30]([C:38]([F:41])([F:40])[F:39])[CH:29]=2)[C:21]2[CH:45]=[CH:46][CH:47]=[CH:48][C:20]1=2)=[O:18])([CH3:15])[CH3:14]>>[C:42]([N:26]([CH2:27][C:28]1[CH:33]=[C:32]([C:34]([F:35])([F:36])[F:37])[CH:31]=[C:30]([C:38]([F:39])([F:40])[F:41])[CH:29]=1)[CH:22]1[CH2:23][CH2:24][CH2:25][N:19]([C:17]([O:16][CH:13]([CH3:15])[CH3:14])=[O:18])[C:20]2[C:48]([Br:12])=[CH:47][CH:46]=[CH:45][C:21]1=2)(=[O:44])[CH3:43]. Reported procedure: This compound was prepared utilizing the same methodology described in Example 1 wherein replacement of 2-amino-benzoic acid methyl ester with methyl 2-amino-3-bromobenzoate following the procedure of Example 1, Steps 1-8 for the synthesis of 5-[acetyl-(3,5-bistrifluoromethylbenzyl)amino]-2,3,4,5-tetrahydrobenzo[b]azepine-1-carboxylic acid isopropyl ester. CI MS 595 (M+H).